Dataset: the Open Reaction Database (ORD), a public repository of structured organic reaction records. Task: describe an organic reaction: reactants, conditions, products, and yield Starting materials: C(#N)C1=NC=CC=C1 (2-cyanopyridine), NC=1SC(=CC1C(=O)OCC)Cl (2-amino-5-chloro-3-ethoxycarbonyl-thiophene), O=P(Cl)(Cl)Cl (POCl3). Yields the product ClC=1C2=C(N=C(N1)C1=NC=CC=C1)SC(=C2)Cl (4-chloro-2-(pyridin-2-yl)-6-chloro-thieno-[2,3-d]-pyrimidine). RXN SMILES: [C:1]([C:3]1[CH:8]=[CH:7][CH:6]=[CH:5][N:4]=1)#[N:2].[NH2:9][C:10]1[S:11][C:12]([Cl:20])=[CH:13][C:14]=1[C:15](OCC)=O.O=P(Cl)(Cl)[Cl:23]>>[Cl:23][C:15]1[C:14]2[CH:13]=[C:12]([Cl:20])[S:11][C:10]=2[N:9]=[C:1]([C:3]2[CH:8]=[CH:7][CH:6]=[CH:5][N:4]=2)[N:2]=1. Procedure details: With the procedure of Example 477, the reaction of 2-cyanopyridine and 2-amino-5-chloro-3-ethoxycarbonyl-thiophene, and the subsequent reaction with POCl3 yields 4-chloro-2-(pyridin-2-yl)-6-chloro-thieno-[2,3-d]-pyrimidine The reactants are BrC1=CN=C(N1C1=CC=C(C2=CC=CC=C12)C#N)SCC(=O)O (2-(5-bromo-1-(4-cyanonaphthalen-1-yl)-1H-imidazol-2-ylthio)-acetic acid), C(C)OC([C@@H](N)C)=O (alanine ethyl ester). The product is BrC1=CN=C(N1C1=CC=C(C2=CC=CC=C12)C#N)SCC(=O)N[C@H](C(=O)OCC)C ((2S)-ethyl 2-(2-(5-bromo-1-(4-cyanonaphthalen-1-yl)-1H-imidazol-2-ylthio)acetamido)propanoate). RXN SMILES: [Br:1][C:2]1[N:6]([C:7]2[C:16]3[C:11](=[CH:12][CH:13]=[CH:14][CH:15]=3)[C:10]([C:17]#[N:18])=[CH:9][CH:8]=2)[C:5]([S:19][CH2:20][C:21](O)=[O:22])=[N:4][CH:3]=1.[CH2:24]([O:26][C:27](=[O:31])[C@H:28]([CH3:30])[NH2:29])[CH3:25]>>[Br:1][C:2]1[N:6]([C:7]2[C:16]3[C:11](=[CH:12][CH:13]=[CH:14][CH:15]=3)[C:10]([C:17]#[N:18])=[CH:9][CH:8]=2)[C:5]([S:19][CH2:20][C:21]([NH:29][C@@H:28]([CH3:30])[C:27]([O:26][CH2:24][CH3:25])=[O:31])=[O:22])=[N:4][CH:3]=1. Procedure: (2S)-ethyl 2-(2-(5-bromo-1-(4-cyanonaphthalen-1-yl)-1H-imidazol-2-ylthio)acetamido)propanoate was prepared by coupling 2-(5-bromo-1-(4-cyanonaphthalen-1-yl)-1H-imidazol-2-ylthio)-acetic acid with alanine ethyl ester according to the procedure described in example 2.